This data is from the Open Reaction Database (ORD), a public repository of structured organic reaction records. The task is: describe an organic reaction: reactants, conditions, products, and yield Starting materials: COC(=O)C(CC1CCCC1)c1cccc(S(=O)(=O)C(F)(F)F)c1, CNC(N)=O, C[O-], C[O-], CO, CCOC(C)=O, [Mg+2]. The product is CNC(=O)NC(=O)C(CC1CCCC1)c1cccc(S(=O)(=O)C(F)(F)F)c1. RXN SMILES: [CH3:1][O:2][C:3]([CH:4]([CH2:5][CH:6]1[CH2:7][CH2:8][CH2:9][CH2:10]1)[c:11]1[cH:12][c:13]([S:17](=[O:18])(=[O:19])[C:20]([F:21])([F:22])[F:23])[cH:14][cH:15][cH:16]1)=[O:24].[CH3:25][NH:26][C:27](=[O:28])[NH2:29].[CH3:30][O-:31].[CH3:33][O-:34].[CH3:35][OH:36].[CH3:37][CH2:38][O:39][C:40](=[O:41])[CH3:42].[Mg+2:32]>>[C:3]([CH:4]([CH2:5][CH:6]1[CH2:7][CH2:8][CH2:9][CH2:10]1)[c:11]1[cH:12][c:13]([S:17](=[O:18])(=[O:19])[C:20]([F:21])([F:22])[F:23])[cH:14][cH:15][cH:16]1)(=[O:24])[NH:29][C:27]([NH:26][CH3:25])=[O:28]. Reactants: ON (HONH2), C(C)OC(CCCCCCN(C1=NC=CC(=C1)C=1C=C(C=CC1)C)C1=NC=CC=C1)=O (7-[Pyridin-2-yl-(4-m-tolyl-pyridin-2-yl)-amino]heptanoic acid ethyl ester). Solvent: CN(C)C=O (DMF), CO (MeOH). Run at time 24 hour. Yields the product ONC(CCCCCCN(C1=NC=CC(=C1)C=1C=C(C=CC1)C)C1=NC=CC=C1)=O (7-[Pyridin-2-yl-(4-m-tolyl-pyridin-2-yl)-amino]heptanoic acid hydroxyamide). Yield: 62.0%. As a reaction SMILES: [OH:1][NH2:2].C([O:5][C:6](=O)[CH2:7][CH2:8][CH2:9][CH2:10][CH2:11][CH2:12][N:13]([C:27]1[CH:32]=[CH:31][CH:30]=[CH:29][N:28]=1)[C:14]1[CH:19]=[C:18]([C:20]2[CH:21]=[C:22]([CH3:26])[CH:23]=[CH:24][CH:25]=2)[CH:17]=[CH:16][N:15]=1)C>CN(C=O)C.CO>[OH:1][NH:2][C:6](=[O:5])[CH2:7][CH2:8][CH2:9][CH2:10][CH2:11][CH2:12][N:13]([C:27]1[CH:32]=[CH:31][CH:30]=[CH:29][N:28]=1)[C:14]1[CH:19]=[C:18]([C:20]2[CH:21]=[C:22]([CH3:26])[CH:23]=[CH:24][CH:25]=2)[CH:17]=[CH:16][N:15]=1. Reported procedure: HONH2 (50% aqueous, 2 mL) was added to II (31 mg, 0.074 mmol) in DMF (0.5 mL) and MeOH (2 mL) at rt. The reaction mixture was stirred for 24 h, after which the solvents were evaporated under reduced pressure. The resulting residue was dissolved and co-evaporated with toluene (2×2 mL) then was purified by silica gel column chromatography eluting with CH2Cl2/MeOH (100:4 to 100:7) to furnish III as a colourless oil (18 mg, 62%). The reactants are C=CCC(CN(C)C(=O)c1cc(C#N)cc2c1CCC2)c1ccc(F)cc1, C=CCC(CN(C)C(=O)c1cc(Cl)cc(Cl)c1)c1ccc(F)cc1. Product: CN(CC(CC=O)c1ccc(F)cc1)C(=O)c1cc(C#N)cc2c1CCC2. RXN SMILES: [C:1](#[N:2])[c:3]1[cH:4][c:5]([C:12](=[O:13])[N:14]([CH3:15])[CH2:16][CH:17]([CH2:18][CH:19]=[CH2:20])[c:21]2[cH:22][cH:23][c:24]([F:27])[cH:25][cH:26]2)[c:6]2[c:10]([cH:11]1)[CH2:9][CH2:8][CH2:7]2.[Cl:28][c:29]1[cH:30][c:31]([C:37](=[O:33])[N:38]([CH2:39][CH:40]([c:41]2[cH:42][cH:43][c:44]([F:45])[cH:46][cH:47]2)[CH2:48][CH:49]=[CH2:50])[CH3:51])[cH:32][c:34]([Cl:35])[cH:36]1>>[C:1](#[N:2])[c:3]1[cH:4][c:5]([C:12](=[O:13])[N:14]([CH3:15])[CH2:16][CH:17]([CH2:18][CH:19]=[O:33])[c:21]2[cH:22][cH:23][c:24]([F:27])[cH:25][cH:26]2)[c:6]2[c:10]([cH:11]1)[CH2:9][CH2:8][CH2:7]2. The reactants are C(C=C)I (allyl iodide), N1=CC=CC2=CC=C(C=C12)C#N (7-Quinolinecarbonitrile), C(C=C)I (allyl iodide), C(C=C)I (allyl iodide). Solvent: C1(=CC=CC=C1)C (toluene). Conditions: time 2 hour. Product: [I-].C(#N)C1=CC=C2C=CC=[N+](C2=C1)CC=C (7-Cyano-1-(2-propen-1-yl)quinolinium iodide). Yield: 82.3%. RXN SMILES: [N:1]1[C:10]2[C:5](=[CH:6][CH:7]=[C:8]([C:11]#[N:12])[CH:9]=2)[CH:4]=[CH:3][CH:2]=1.[CH2:13]([I:16])[CH:14]=[CH2:15]>C1(C)C=CC=CC=1>[I-:16].[C:11]([C:8]1[CH:9]=[C:10]2[C:5]([CH:4]=[CH:3][CH:2]=[N+:1]2[CH2:15][CH:14]=[CH2:13])=[CH:6][CH:7]=1)#[N:12] |f:3.4|. Procedure details: 7-Quinolinecarbonitrile (1.01 g, 6.6 mmol) and allyl iodide (1.2 mL, 13.2 mmol) in toluene (10 ml) was heated at 90° C. then at 120° C. for 2 h. More allyl iodide was then added (1.2 ml, 13.2 mmol). After other 2 h more allyl iodide was added (1.2 ml, 13.2 mmol). After 2 h more the reaction was cooled to rt. The solid was filtered off, washed with toluene and dried in vacuo at 45° C. overnight to afford the desired compound (1.75 g, 82%).